Dataset: the Open Reaction Database (ORD), a public repository of structured organic reaction records. Task: describe an organic reaction: reactants, conditions, products, and yield Starting materials: C[Si](C)(C)C=[N+]=[N-], CCCCCC, CO, O=C(O)C=Cc1ccc(Cl)c([N+](=O)[O-])c1, ClCCl, C=[N+]=[N-]. Product: COC(=O)C=Cc1ccc(Cl)c([N+](=O)[O-])c1. RXN SMILES: [CH3:16][Si:17]([CH:18]=[N+:19]=[N-:20])([CH3:21])[CH3:22].[CH3:23][CH2:24][CH2:25][CH2:26][CH2:27][CH3:28].[CH3:32][OH:33].[Cl:1][c:2]1[c:3]([N+:13](=[O:14])[O-:15])[cH:4][c:5]([CH:6]=[CH:7][C:8](=[O:9])[OH:10])[cH:11][cH:12]1.[Cl:34][CH2:35][Cl:36].[N+:29](=[CH2:30])=[N-:31]>>[Cl:1][c:2]1[c:3]([N+:13](=[O:14])[O-:15])[cH:4][c:5]([CH:6]=[CH:7][C:8](=[O:9])[O:10][CH3:16])[cH:11][cH:12]1.